Dataset: the Open Reaction Database (ORD), a public repository of structured organic reaction records. Task: describe an organic reaction: reactants, conditions, products, and yield Starting materials: CN(C1=CC=CC=C1)C=O (N-methylformanilide), CC1=CC=C(C=C1)N1N=C2C(=CC1=O)CCCC1=C2C=CS1 (2-(4-methylphenyl)-2,5,6,7-tetrahydro-3H-thieno-[2',3':6,7]cyclohepta[1,2-c]pyridazin-3-one). Run in O(Cl)Cl (oxychloride). Yields the product C(=O)C1=CC2=C(CCCC=3C2=NN(C(C3)=O)C3=CC=C(C=C3)C)S1 (9-formyl-2-(4-methylphenyl)-2,5,6,7-tetrahydro-3H-thieno-[2',3':6,7]cyclohepta[1,2-c]pyridazin-3-one). Yield: 59.4%. RXN SMILES: CN([CH:9]=[O:10])C1C=CC=CC=1.[CH3:11][C:12]1[CH:17]=[CH:16][C:15]([N:18]2[C:23](=[O:24])[CH:22]=[C:21]3[CH2:25][CH2:26][CH2:27][C:28]4[S:32][CH:31]=[CH:30][C:29]=4[C:20]3=[N:19]2)=[CH:14][CH:13]=1>O(Cl)Cl>[CH:9]([C:31]1[S:32][C:28]2[CH2:27][CH2:26][CH2:25][C:21]3[C:20](=[N:19][N:18]([C:15]4[CH:14]=[CH:13][C:12]([CH3:11])=[CH:17][CH:16]=4)[C:23](=[O:24])[CH:22]=3)[C:29]=2[CH:30]=1)=[O:10]. Procedure: A mixture of 4.7 g of N-methylformanilide in 3.3 ml of phosphrus oxychloride was stirred at room temperature for an hour and 5.4 g of 2-(4-methylphenyl)-2,5,6,7-tetrahydro-3H-thieno-[2',3':6,7]cyclohepta[1,2-c]pyridazin-3-one was added thereto. After stirring at room temperature for 2 hours, the mixture was poured into ice-cold water and extracted with chloroform. The extract was washed with water, dried over anhydrous magnesium sulfate and concentrated in vacuo. The residue was chromatographed ... The reactants are [OH-].[Na+] (NaOH), Cl.C1(=CC=CC=C1)C1=CC=NC=C1C(=O)O (4-Phenylnicotinic acid hydrochloride), C(C)(=O)OO (peracetic acid). Solvent: O (water). Run at time 15 minute. Product: C1(=CC=CC=C1)C1=CC=[N+](C=C1C(=O)O)[O-] (4-phenylnicotinic acid N-oxide). Reaction SMILES: Cl.[C:2]1([C:8]2[C:13]([C:14]([OH:16])=[O:15])=[CH:12][N:11]=[CH:10][CH:9]=2)[CH:7]=[CH:6][CH:5]=[CH:4][CH:3]=1.[OH-].[Na+].C(OO)(=[O:21])C>O>[C:2]1([C:8]2[C:13]([C:14]([OH:16])=[O:15])=[CH:12][N+:11]([O-:21])=[CH:10][CH:9]=2)[CH:3]=[CH:4][CH:5]=[CH:6][CH:7]=1 |f:0.1,2.3|. Reported procedure: 4-Phenylnicotinic acid hydrochloride (2.4 g, 0.01 mol) is dissolved in water (50 ml) and the pH is adjusted to pH 10-11 by the addition of 5N aqueous NaOH solution. A solution of peracetic acid (40% w/v, 15.2 g) is added cautiously at ambient temperatures. When the addition is complete, the reaction mixture is stirred at ambient temperature for 15 min and then heated at 50° for 4 h. After this period, the mixture is allowed to cool and evaporated in vacuo to dryness. The residue is slurried in h...